This data is from the Open Reaction Database (ORD), a public repository of structured organic reaction records. The task is: describe an organic reaction: reactants, conditions, products, and yield Starting materials: BrC1=C(C=CC=C1)SCCCCl (1-bromo-2-[(3-chloropropyl)sulfanyl]benzene), C1=CC(=CC(=C1)Cl)C(=O)OO (m-CPBA). Product: BrC1=C(C=CC=C1)S(=O)CCCCl (1-BROMO-2-[(3-CHLOROPROPYL)SULFINYL]BENZENE). Reaction SMILES: [Br:1][C:2]1[CH:7]=[CH:6][CH:5]=[CH:4][C:3]=1[S:8][CH2:9][CH2:10][CH2:11][Cl:12].C1C=C(Cl)C=C(C(OO)=[O:21])C=1>>[Br:1][C:2]1[CH:7]=[CH:6][CH:5]=[CH:4][C:3]=1[S:8]([CH2:9][CH2:10][CH2:11][Cl:12])=[O:21]. Procedure: Prepared by Procedure S and Scheme AA using 1-bromo-2-[(3-chloropropyl)sulfanyl]benzene and 1 eq m-CPBA: ESMS m/e: 282.8 (M+H)+. Procedure details: To a solution of 5.0 g of 4-amino-1-benzylpiperidine in 100 ml of dichloromethane were added 4.1 ml of pyridine and 2.2 ml of methanesulfonyl chloride at 0° C. Then the mixture was reacted at the same temperature for 1 hour. The reaction mixture was poured into water, extracted with ethyl acetate, washed with a saturated aqueous solution of sodium chloride and dried over anhydrous magnesium sulfate. After distilling off the solvent under reduced pressure, the crystals thus precipitated were take... The reactants are NC1CCN(CC1)CC1=CC=CC=C1 (4-amino-1-benzylpiperidine), N1=CC=CC=C1 (pyridine), CS(=O)(=O)Cl (methanesulfonyl chloride), O (water). Yields the product C(C1=CC=CC=C1)N1CCC(CC1)NS(=O)(=O)C (N-(1-Benzylpiperidin-4-yl)methanesulfonamide). Reaction SMILES: [NH2:1][CH:2]1[CH2:7][CH2:6][N:5]([CH2:8][C:9]2[CH:14]=[CH:13][CH:12]=[CH:11][CH:10]=2)[CH2:4][CH2:3]1.N1C=CC=CC=1.[CH3:21][S:22](Cl)(=[O:24])=[O:23].O>ClCCl>[CH2:8]([N:5]1[CH2:6][CH2:7][CH:2]([NH:1][S:22]([CH3:21])(=[O:24])=[O:23])[CH2:3][CH2:4]1)[C:9]1[CH:14]=[CH:13][CH:12]=[CH:11][CH:10]=1. Solvent: ClCCl (dichloromethane). The reactants are CC(=O)CC(O)C(O)CO, Cc1ccc(S(=O)(=O)Cl)cc1, c1ccncc1. Yields the product CC(=O)CC(O)C(O)COS(=O)(=O)c1ccc(C)cc1. Reaction SMILES: [CH3:1][C:2](=[O:3])[CH2:4][CH:5]([OH:6])[CH:7]([OH:8])[CH2:9][OH:10].[S:11](=[O:12])(=[O:13])([c:14]1[cH:15][cH:16][c:17]([CH3:18])[cH:19][cH:20]1)[Cl:21].[cH:22]1[cH:23][cH:24][n:25][cH:26][cH:27]1>>[CH3:1][C:2](=[O:3])[CH2:4][CH:5]([OH:6])[CH:7]([OH:8])[CH2:9][O:10][S:11](=[O:12])(=[O:13])[c:14]1[cH:15][cH:16][c:17]([CH3:18])[cH:19][cH:20]1. The reactants are C(C1=CC=CC=C1)(=S)N (thiobenzamide), ICC (iodoethane). Yields the product C(C)SC(C1=CC=CC=C1)=N (thiobenzimidic acid ethyl ester). Reaction SMILES: [C:1]([NH2:9])(=[S:8])[C:2]1[CH:7]=[CH:6][CH:5]=[CH:4][CH:3]=1.I[CH2:11][CH3:12]>>[CH2:11]([S:8][C:1](=[NH:9])[C:2]1[CH:7]=[CH:6][CH:5]=[CH:4][CH:3]=1)[CH3:12]. Reported procedure: As depicted in Scheme 4, cyclic aridines of the invention can be prepared by reacting 2-substituted benzonitrile with hydrogen sulfide to form a thiobenzamide. The resulting thiobenzamide is then treated with iodoethane to give a thiobenzimidic acid ethyl ester. In the presence of hydrochloric acid, the thiobenzimidic acid ethyl ester is suspended in tetrahydrofuran and treated with hydrogen sulfide. The resulting dithiobenzoic acid ethyl ester is then heated with various diamines, in the presen... Reactants: COC1=C(C=CC=C1)C(C#N)CC1OCCCC1 (2-(2-methoxyphenyl)-3-(tetrahydropyran-2-yl)propionitrile), [H-].[Na+] (sodium hydride), C(#N)C(CN1N=CN=C1)(CC1OCCCC1)C1=C(C=CC=C1)OC (1-[2-cyano-2-(2-methoxyphenyl)-3-(tetrahydropyran-2-yl)propyl]-1,2,4-triazole), ClCN1N=CN=C1 (1-(chloromethyl)-1,2,4-triazole). Isolated yield 56.0%. The product is C(#N)C(CN1N=CN=C1)(CC1OCCC1)C1=C(C=CC=C1)OC (1-[2-Cyano-2-(2-methoxyphenyl)-3-(tetrahydrofuran-2-yl)propyl]-1,2,4-triazole). Solvent: CN(C)C=O (DMF), CS(=O)C (DMSO), CCCCCC (hexane). As a reaction SMILES: COC1C=CC=CC=1C(CC1CCCCO1)C#N.[H-].[Na+].ClCN1C=NC=N1.[C:28]([C:30]([C:44]1[CH:49]=[CH:48][CH:47]=[CH:46][C:45]=1[O:50][CH3:51])([CH2:37][CH:38]1[CH2:43][CH2:42]C[CH2:40][O:39]1)[CH2:31][N:32]1[CH:36]=[N:35][CH:34]=[N:33]1)#[N:29]>CCCCCC.CN(C=O)C.CS(C)=O>[C:28]([C:30]([C:44]1[CH:49]=[CH:48][CH:47]=[CH:46][C:45]=1[O:50][CH3:51])([CH2:37][CH:38]1[CH2:43][CH2:42][CH2:40][O:39]1)[CH2:31][N:32]1[CH:36]=[N:35][CH:34]=[N:33]1)#[N:29] |f:1.2|. Procedure: This compound was prepared using the procedure described in Example 2b except using 27.0 g. (0.110 mole) of 2-(2-methoxyphenyl)-3-(tetrahydropyran-2-yl)propionitrile, 6.6 g. (0.165 mole) of 60% sodium hydride which had been washed with hexane to remove the mineral oil originally present, 19 g. (0.165 mole) of 1-(chloromethyl)-1,2,4-triazole, and 400 ml. of a 1 to 1 mixture of DMSO and DMF. The 1-[2-cyano-2-(2-methoxyphenyl)-3-(tetrahydropyran-2-yl)propyl]-1,2,4-triazole, 20.0 g. (56% yield), was... The product is C=CCOc1c(C(=O)OC)ccc(OC)c1C=O. Reaction SMILES: [CH2:1]([CH:2]=[CH2:3])[Br:4].[CH3:23][S:24](=[O:25])[CH3:26].[ClH:22].[K+:6].[OH-:5].[OH:7][c:8]1[c:9]([C:10](=[O:11])[O:12][CH3:13])[cH:14][cH:15][c:16]([O:20][CH3:21])[c:17]1[CH:18]=[O:19]>>[CH2:1]([CH:2]=[CH2:3])[O:7][c:8]1[c:9]([C:10](=[O:11])[O:12][CH3:13])[cH:14][cH:15][c:16]([O:20][CH3:21])[c:17]1[CH:18]=[O:19]. Reactants: C=CCBr, CS(C)=O, Cl, [K+], [OH-], COC(=O)c1ccc(OC)c(C=O)c1O. Starting materials: CC(C)(C)OC(=O)NC(C(=O)O)C(C)(C)C, ClCCCl, CCN(C(C)C)C(C)C, CN(C)C=O, OC1(c2ccccc2)CCNCC1, On1nnc2ccccc21. Product: CC(C)(C)OC(=O)NC(C(=O)N1CCC(O)(c2ccccc2)CC1)C(C)(C)C. RXN SMILES: [C:1](=[O:2])([O:3][C:4]([CH3:5])([CH3:6])[CH3:7])[NH:8][CH:9]([C:10]([CH3:11])([CH3:12])[CH3:13])[C:14](=[O:15])[OH:16].[CH2:40]([Cl:41])[CH2:42][Cl:43].[CH:44]([N:45]([CH2:46][CH3:47])[CH:48]([CH3:49])[CH3:50])([CH3:51])[CH3:52].[O:53]=[CH:54][N:55]([CH3:56])[CH3:57].[OH:17][C:18]1([c:24]2[cH:25][cH:26][cH:27][cH:28][cH:29]2)[CH2:19][CH2:20][NH:21][CH2:22][CH2:23]1.[OH:30][n:31]1[c:32]2[c:33]([cH:34][cH:35][cH:36][cH:37]2)[n:38][n:39]1>>[C:1](=[O:2])([O:3][C:4]([CH3:5])([CH3:6])[CH3:7])[NH:8][CH:9]([C:10]([CH3:11])([CH3:12])[CH3:13])[C:14](=[O:16])[N:21]1[CH2:20][CH2:19][C:18]([OH:17])([c:24]2[cH:25][cH:26][cH:27][cH:28][cH:29]2)[CH2:23][CH2:22]1. The reactants are OC[C@@H]1C[C@@H](OC(O1)(C)C)CC(=O)OC(C)(C)C (tert-butyl 2-((4R,6S)-6-(hydroxymethyl)-2,2-dimethyl-1,3-dioxan-4-yl)acetate), C(CCC)N (n-butyl amine), [Na] (sodium), CC(C)([O-])C (tertiary butoxide). Run in CO (methanol). Reaction conditions: temperature 42.5 celsius. Yields the product C(CCC)NC(C[C@@H]1OC(O[C@@H](C1)CO)(C)C)=O (N-butyl-2-((4R,6S)-6-(hydroxymethyl)-2,2-dimethyl-1,3-dioxan-4-yl)acetamide). As a reaction SMILES: [OH:1][CH2:2][C@H:3]1[O:8][C:7]([CH3:10])([CH3:9])[O:6][C@@H:5]([CH2:11][C:12]([O:14]C(C)(C)C)=O)[CH2:4]1.[CH2:19]([NH2:23])[CH2:20][CH2:21][CH3:22].[Na].CC(C)([O-])C>CO>[CH2:19]([NH:23][C:12](=[O:14])[CH2:11][C@H:5]1[CH2:4][C@@H:3]([CH2:2][OH:1])[O:8][C:7]([CH3:9])([CH3:10])[O:6]1)[CH2:20][CH2:21][CH3:22] |^1:23|. Reported procedure: Mixture of tert-butyl 2-((4R,6S)-6-(hydroxymethyl)-2,2-dimethyl-1,3-dioxan-4-yl)acetate (100 grams), methanol (1 L), n-butyl amine (200 ml) and sodium, tertiary butoxide (74 grams) was heated to 40-45° C. and stirred up to completion of the reaction. Distilled off the reaction mixture completely under reduced pressure and water (300 ml) was added to it at 25-30° C. The reaction mixture was cooled and acidified with aqueous acetic acid. The reaction mixture washed with cyclohexane and product fro... The reactants are OC1(CCC2(OCC(CO2)(C)C)CC1)CC=O ((9-hydroxy-3,3-dimethyl-1,5-dioxa-spiro[5.5]undec-9-yl)-acetaldehyde), COC1=CC=C(C=C1)[C@H](CC)N ((S)-1-(4-methoxy-phenyl)-propylamine), Intermediate 2. Yields the product COC1=CC=C(C=C1)[C@H](CC)NCCC1(CCC2(OCC(CO2)(C)C)CC1)O (9-{2-[(S)-1-(4-Methoxy-phenyl)-propylamino]-ethyl}-3,3-dimethyl-1,5-dioxa-spiro[5.5]undecan-9-ol). The yield is 53.0%. Reaction SMILES: [OH:1][C:2]1([CH2:15][CH:16]=O)[CH2:14][CH2:13][C:5]2([O:10][CH2:9][C:8]([CH3:12])([CH3:11])[CH2:7][O:6]2)[CH2:4][CH2:3]1.[CH3:18][O:19][C:20]1[CH:25]=[CH:24][C:23]([C@@H:26]([NH2:29])[CH2:27][CH3:28])=[CH:22][CH:21]=1>>[CH3:18][O:19][C:20]1[CH:25]=[CH:24][C:23]([C@@H:26]([NH:29][CH2:16][CH2:15][C:2]2([OH:1])[CH2:3][CH2:4][C:5]3([O:10][CH2:9][C:8]([CH3:11])([CH3:12])[CH2:7][O:6]3)[CH2:13][CH2:14]2)[CH2:27][CH3:28])=[CH:22][CH:21]=1. Procedure details: The title compound is prepared from (9-hydroxy-3,3-dimethyl-1,5-dioxa-spiro[5.5]undec-9-yl)-acetaldehyde and (S)-1-(4-methoxy-phenyl)-propylamine following a procedure analogous to that described in Step 3 of Intermediate 2. Yield: 53% of theory; LC (method 5): tR=1.02 min; Mass spectrum (ESI+): m/z=392 [M+H]+. Reactants: BrC1=CC=C(C=C1)[C@H](C)N1C(O[C@](CC1)(C1=CC=CC=C1)CCCN1C(CCC1)=O)=O ((R)-3-((S)-1-(4-bromophenyl)ethyl)-6-(3-(2-oxopyrrolidin-1-yl)propyl)-6-phenyl-1,3-oxazinan-2-one), CC1=NC=CC(=C1)B(O)O (2-methylpyridine-4-boronic acid). Product: CC1=NC=CC(=C1)C1=CC=C(C=C1)[C@H](C)N1C(O[C@](CC1)(C1=CC=CC=C1)CCCN1C(CCC1)=O)=O ((R)-3-((S)-1-(4-(2-methylpyridin-4-yl)phenyl)ethyl)-6-(3-(2-oxopyrrolidin-1-yl)propyl)-6-phenyl-1,3-oxazinan-2-one). As a reaction SMILES: Br[C:2]1[CH:7]=[CH:6][C:5]([C@@H:8]([N:10]2[CH2:15][CH2:14][C@:13]([CH2:22][CH2:23][CH2:24][N:25]3[CH2:29][CH2:28][CH2:27][C:26]3=[O:30])([C:16]3[CH:21]=[CH:20][CH:19]=[CH:18][CH:17]=3)[O:12][C:11]2=[O:31])[CH3:9])=[CH:4][CH:3]=1.[CH3:32][C:33]1[CH:38]=[C:37](B(O)O)[CH:36]=[CH:35][N:34]=1>>[CH3:32][C:33]1[CH:38]=[C:37]([C:2]2[CH:7]=[CH:6][C:5]([C@@H:8]([N:10]3[CH2:15][CH2:14][C@:13]([CH2:22][CH2:23][CH2:24][N:25]4[CH2:29][CH2:28][CH2:27][C:26]4=[O:30])([C:16]4[CH:21]=[CH:20][CH:19]=[CH:18][CH:17]=4)[O:12][C:11]3=[O:31])[CH3:9])=[CH:4][CH:3]=2)[CH:36]=[CH:35][N:34]=1. Procedure: The title compound was prepared from (R)-3-((S)-1-(4-bromophenyl)ethyl)-6-(3-(2-oxopyrrolidin-1-yl)propyl)-6-phenyl-1,3-oxazinan-2-one and 2-methylpyridine-4-boronic acid following a procedure analogous to that described in Example 1 Step 2. LC-MS Method 2 tR=0.992, m/z=498.1; 1H NMR (CDCl3) 1.21 (m, 3H), 1.48 (d, 3H), 1.61-1.95 (m, 5H), 2.12 (m, 1H), 2.26 (m, 4H), 2.52 (s, 3H), 2.83 (m, 1H), 3.11 (m, 3H), 3.22 (m, 1H), 5.67 (m, 1H), 6.95 (d, 2H), 7.18 (m, 1H), 7.21 (m, 1H), 7.23 (m, 2H), 7.29 (...